From a dataset of the Open Reaction Database (ORD), a public repository of structured organic reaction records. describe an organic reaction: reactants, conditions, products, and yield Starting materials: [H][H], O=[N+]([O-])c1ccc(Cl)c(S(=O)(=O)NCCCN2CCOCC2)c1O. Yields the product Nc1ccc(Cl)c(S(=O)(=O)NCCCN2CCOCC2)c1O. Reaction SMILES: [H:25][H:26].[O:1]1[CH2:2][CH2:3][N:4]([CH2:7][CH2:8][CH2:9][NH:10][S:11](=[O:12])(=[O:13])[c:14]2[c:15]([OH:24])[c:16]([N+:21]([O-:22])=[O:23])[cH:17][cH:18][c:19]2[Cl:20])[CH2:5][CH2:6]1>>[O:1]1[CH2:2][CH2:3][N:4]([CH2:7][CH2:8][CH2:9][NH:10][S:11](=[O:12])(=[O:13])[c:14]2[c:15]([OH:24])[c:16]([NH2:21])[cH:17][cH:18][c:19]2[Cl:20])[CH2:5][CH2:6]1. Yields the product [N+](=O)([O-])C1=C(CCC=O)C=CC=C1 (o-nitrohydrocinnamaldehyde). Procedure details: According to Table 1, the α-aminooxylation reaction of 4,5 substituted o-nitro hydrocinnamaldehyde 4a with nitrosobenzene as oxygen source was carried out in the presence of L-proline (20 mol %) in CH3CN at −20° C. for 24 h to obtain α-aminooxylate o-nitrohydrocinnamaldehyde. Since α-aminooxy aldehydes are prone to racemization, it was immediately in situ subjected to catalytic hydrogenation [10% Pd/C, (1 atm) H2] by distilling out CH3CN under reduced pressure and adding MeOH into it, which gave... Starting materials: 4,5 substituted o-nitro hydrocinnamaldehyde, N(=O)C1=CC=CC=C1 (nitrosobenzene), O=O (oxygen), N1[C@H](C(=O)O)CCC1 (L-proline). Run in CC#N (CH3CN). RXN SMILES: [N:1]([C:3]1[CH:8]=[CH:7][CH:6]=[CH:5][CH:4]=1)=[O:2].[O:9]=O.N1CC[CH2:16][C@H:12]1[C:13](O)=[O:14]>CC#N>[N+:1]([C:3]1[CH:8]=[CH:7][CH:6]=[CH:5][C:4]=1[CH2:16][CH2:12][CH:13]=[O:14])([O-:9])=[O:2].